This data is from the Open Reaction Database (ORD), a public repository of structured organic reaction records. The task is: describe an organic reaction: reactants, conditions, products, and yield Starting materials: FC1=C(C(=O)O)C=CC(=C1)I (2-fluoro-4-iodobenzoic acid), FC1=C(C(=O)O)C=CC(=C1)I (2-fluoro-4-iodobenzoic acid), C(C)O (ethanol), S(O)(O)(=O)=O (sulfuric acid). Conditions: temperature 90 celsius. Yields the product FC1=C(C(=O)OCC)C=CC(=C1)I (Ethyl 2-fluoro-4-iodobenzoate). As a reaction SMILES: [F:1][C:2]1[CH:10]=[C:9]([I:11])[CH:8]=[CH:7][C:3]=1[C:4]([OH:6])=[O:5].[CH2:12](O)[CH3:13].S(=O)(=O)(O)O>>[F:1][C:2]1[CH:10]=[C:9]([I:11])[CH:8]=[CH:7][C:3]=1[C:4]([O:6][CH2:12][CH3:13])=[O:5]. Procedure: To a solution of 2.5 g (27.0 mmol) of 2-fluoro-4-iodobenzoic acid (Compound B) in 11 mL (8.6 g, 187.5 mmol) of ethanol was added 0.3 mL of c. sulfuric acid. The reaction mixture was heated to reflux in an oil bath (90° C.) for 1.75 hours, fitted with a short path distillation apparatus, distilled and then allowed to cool to ambient temperature. The reaction mixture was extracted and partitioned between pentane and water and the layers were separated. The aqueous phase was washed with pentane and... The reactants are CCO, CCOC(C)=O, [Ca+2], [Cl-], [Cl-], CCNC(=O)c1ccc([N+](=O)[O-])cc1Cl, [Fe]. Yields the product CCNC(=O)c1ccc(N)cc1Cl. As a reaction SMILES: [CH3:19][CH2:20][OH:21].[CH3:22][CH2:23][O:24][C:25](=[O:26])[CH3:27].[Ca+2:18].[Cl-:16].[Cl-:17].[Cl:1][c:2]1[c:3]([C:4](=[O:5])[NH:6][CH2:7][CH3:8])[cH:9][cH:10][c:11]([N+:13]([O-:14])=[O:15])[cH:12]1.[Fe:28]>>[Cl:1][c:2]1[c:3]([C:4](=[O:5])[NH:6][CH2:7][CH3:8])[cH:9][cH:10][c:11]([NH2:13])[cH:12]1. Starting materials: [C-]#N, CCC(O)(CC)Cc1ccc(OC)cc1, CC(=O)O, [Na+], N#C[Na], [OH-], O=S(=O)(O)O. Yields the product CCC(N)(CC)Cc1ccc(OC)cc1. As a reaction SMILES: [C-:9]#[N:10].[CH2:11]([CH3:12])[C:13]([CH2:14][c:15]1[cH:16][cH:17][c:18]([O:21][CH3:22])[cH:19][cH:20]1)([OH:23])[CH2:24][CH3:25].[CH3:28][C:29](=[O:30])[OH:31].[Na+:27].[Na:1][C:2]#[N:3].[OH-:26].[S:4](=[O:5])(=[O:6])([OH:7])[OH:8]>>[NH2:3][C:13]([CH2:11][CH3:12])([CH2:14][c:15]1[cH:16][cH:17][c:18]([O:21][CH3:22])[cH:19][cH:20]1)[CH2:24][CH3:25].